Dataset: the Open Reaction Database (ORD), a public repository of structured organic reaction records. Task: describe an organic reaction: reactants, conditions, products, and yield Starting materials: NC1=C(C=CC(=C1)C(F)(F)F)C(C)=O (1-[2-amino-4-(trifluoromethyl)phenyl]ethanone), C(C)#N (acetonitrile), BrN1C(CCC1=O)=O (N-bromosuccinimide). Solvent: C(C)OCC (diethyl ether). Run at time 30 minute. Yields the product NC1=C(C=C(C(=C1)C(F)(F)F)Br)C(C)=O (1[2-amino-5-bromo-4-(trifluoromethyl)phenyl]ethanone). Yield: 64.7%. RXN SMILES: [NH2:1][C:2]1[CH:7]=[C:6]([C:8]([F:11])([F:10])[F:9])[CH:5]=[CH:4][C:3]=1[C:12](=[O:14])[CH3:13].C(#N)C.[Br:18]N1C(=O)CCC1=O>C(OCC)C>[NH2:1][C:2]1[CH:7]=[C:6]([C:8]([F:9])([F:10])[F:11])[C:5]([Br:18])=[CH:4][C:3]=1[C:12](=[O:14])[CH3:13]. Procedure: To a mixture of 11.6 g of 1-[2-amino-4-(trifluoromethyl)phenyl]ethanone, 60 mL of acetonitrile, and 230 mL of diethyl ether was added 2.85 g of Amberlyst (registered trademark) 15, and 10.1 g of N-bromosuccinimide was added thereto in three times in an ice bath. After stirring for 30 minutes in an ice bath, the mixture was stirred at room temperature overnight. The insoluble material was filtered and washed with ethyl acetate. To the filtrate were added water and ethyl acetate, and the aqueous l...